From a dataset of the Open Reaction Database (ORD), a public repository of structured organic reaction records. describe an organic reaction: reactants, conditions, products, and yield The reactants are C(#N)C=1C=C(C(=O)NNC(=O)C=2OC=C(C2C2=CC=CC=C2)C2=CC=CC=C2)C=CC1O (3,4-diphenyl-2-furancarboxylic acid 2-(3-cyano-4-hydroxybenzoyl)hydrazide), OC1=C(C=C(C(=O)NNC(=O)C=2OC=C(C2C2=CC=CC=C2)C2=CC=CC=C2)C=C1)[N+](=O)[O-] (3,4-diphenyl-2-furancarboxylic acid 2-(4-hydroxy-3-nitrobenzoyl)hydrazide). Yields the product C(C)(=O)OC1=C(C=C(C(=O)NNC(=O)C=2OC=C(C2C2=CC=CC=C2)C2=CC=CC=C2)C=C1)[N+](=O)[O-] (3,4-diphenyl-2-furancarboxylic acid 2-(4-acetoxy-3-nitrobenzoyl)hydrazide). Reaction SMILES: C(C1C=[C:5](C=CC=1O)[C:6](NNC(C1OC=C(C2C=CC=CC=2)C=1C1C=CC=CC=1)=O)=[O:7])#N.[OH:33][C:34]1[CH:62]=[CH:61][C:37]([C:38]([NH:40][NH:41][C:42]([C:44]2[O:45][CH:46]=[C:47]([C:55]3[CH:60]=[CH:59][CH:58]=[CH:57][CH:56]=3)[C:48]=2[C:49]2[CH:54]=[CH:53][CH:52]=[CH:51][CH:50]=2)=[O:43])=[O:39])=[CH:36][C:35]=1[N+:63]([O-:65])=[O:64]>>[C:6]([O:33][C:34]1[CH:62]=[CH:61][C:37]([C:38]([NH:40][NH:41][C:42]([C:44]2[O:45][CH:46]=[C:47]([C:55]3[CH:60]=[CH:59][CH:58]=[CH:57][CH:56]=3)[C:48]=2[C:49]2[CH:54]=[CH:53][CH:52]=[CH:51][CH:50]=2)=[O:43])=[O:39])=[CH:36][C:35]=1[N+:63]([O-:65])=[O:64])(=[O:7])[CH3:5]. Procedure: A reaction and treatment was carried out in the same manner as in Example 94 except that the compound of Example 18 used in Example 94 was replaced with the compound of Example 19, thereby giving the desired compound. HPLC retention time: 15.15 minutes.